From a dataset of the Open Reaction Database (ORD), a public repository of structured organic reaction records. describe an organic reaction: reactants, conditions, products, and yield Reactants: [Cl-].[Mg+2].ClC=1C=CC=CC1.[Cl-] (3-Chlorobenzene magnesium chloride), grignard reagent, COB(OC)OC (trimethylborate). Solvent: C(C)OCC (ethyl ether). Conditions: temperature 0 celsius, time 30 minute. The product is ClC=1C=C(C=CC1)B(O)O (3-chlorobenzene boronic acid). RXN SMILES: C[O:2][B:3]([O:6]C)OC.[Cl-].[Mg+2].[Cl:10][C:11]1[CH:12]=[CH:13][CH:14]=[CH:15][CH:16]=1.[Cl-]>C(OCC)C>[Cl:10][C:11]1[CH:16]=[C:15]([B:3]([OH:6])[OH:2])[CH:14]=[CH:13][CH:12]=1 |f:1.2.3.4|. Reported procedure: A solution of trimethylborate in 200 mL of ethyl ether was cooled to -65° C. 3-Chlorobenzene magnesium chloride (0.8 M, 60 mL), i.e., a grignard reagent, was added to the solution in a dropwise manner over 20 minutes. The mixture was kept in the temperature range of -60° C. to -70° C. and stirred. After 30 minutes, the mixture was allowed to warm to 0° C. and stirred for 1 hour. The mixture was quenched with H2O (25 mL) and stirred at room temperature for 1 hour. The solvent was removed and the ... Starting materials: O=C1c2cccc3cc(O)cc(c23)C(=O)N1OCc1ccccc1, CN(C)C(=S)Cl, [Na+], CN(C)C=O, [OH-], O. Product: CN(C)C(=S)Oc1cc2c3c(cccc3c1)C(=O)N(OCc1ccccc1)C2=O. Reaction SMILES: [CH2:7]([c:8]1[cH:9][cH:10][cH:11][cH:12][cH:13]1)[O:14][N:15]1[C:16](=[O:30])[c:17]2[cH:18][cH:19][cH:20][c:21]3[c:22]2[c:23]([cH:26][c:27]([OH:29])[cH:28]3)[C:24]1=[O:25].[CH3:1][N:2]([C:3](=[S:4])[Cl:5])[CH3:6].[Na+:32].[O:33]=[CH:34][N:35]([CH3:36])[CH3:37].[OH-:31].[OH2:38]>>[CH3:1][N:2]([C:3](=[S:4])[O:29][c:27]1[cH:26][c:23]2[c:22]3[c:17]([cH:18][cH:19][cH:20][c:21]3[cH:28]1)[C:16](=[O:30])[N:15]([O:14][CH2:7][c:8]1[cH:9][cH:10][cH:11][cH:12][cH:13]1)[C:24]2=[O:25])[CH3:6]. The reactants are O=C([O-])[O-], CC#N, O=[N+]([O-])c1ccc(O)c(Cl)c1, Fc1cccc(CBr)c1, [K+], [K+], O. The product is O=[N+]([O-])c1ccc(OCc2cccc(F)c2)c(Cl)c1. As a reaction SMILES: [C:24](=[O:25])([O-:26])[O-:27].[CH3:21][C:22]#[N:23].[Cl:1][c:2]1[c:3]([OH:11])[cH:4][cH:5][c:6]([N+:8](=[O:9])[O-:10])[cH:7]1.[F:12][c:13]1[cH:14][c:15]([CH2:16][Br:17])[cH:18][cH:19][cH:20]1.[K+:28].[K+:29].[OH2:30]>>[Cl:1][c:2]1[c:3]([O:11][CH2:16][c:15]2[cH:14][c:13]([F:12])[cH:20][cH:19][cH:18]2)[cH:4][cH:5][c:6]([N+:8](=[O:9])[O-:10])[cH:7]1. Starting materials: Cl.N[C@H](C(=O)OC(C)(C)C)CC(C)C ((S)-tert-Butyl 2-amino-4-methylpentanoate hydrochloride), C(#N)[BH3-] (cyanoborohydride), C(C(C)(C)C)=O (pivalaldehyde), C(C)(=O)O (Acetic acid). Run in ClCCl (dichloromethane). Reaction conditions: time 5 minute. The product is CC(C[C@@H](C(=O)OC(C)(C)C)NCC(C)(C)C)C ((S)-tert-butyl 4-methyl-2-(neopentylamino)pentanoate). RXN SMILES: Cl.[NH2:2][C@@H:3]([CH2:11][CH:12]([CH3:14])[CH3:13])[C:4]([O:6][C:7]([CH3:10])([CH3:9])[CH3:8])=[O:5].[CH:15](=O)[C:16]([CH3:19])([CH3:18])[CH3:17].C(O)(=O)C.C([BH3-])#N>ClCCl>[CH3:13][CH:12]([CH3:14])[CH2:11][C@H:3]([NH:2][CH2:15][C:16]([CH3:19])([CH3:18])[CH3:17])[C:4]([O:6][C:7]([CH3:8])([CH3:9])[CH3:10])=[O:5] |f:0.1|. Reported procedure: (S)-tert-Butyl 2-amino-4-methylpentanoate hydrochloride (1.022 g, 4.57 mmol) and pivalaldehyde (0.502 mL, 4.57 mmol) were combined in dichloromethane (25 mL). Acetic acid (1.0 mL) was added. The reaction was stirred at room temperature for 5 minutes, then PS-cyanoborohydride (3.90 g, 9.14 mmol) was added. The reaction was stirred at room temperature overnight, then filtered and the solvent was removed in vacuo. The crude material was diluted with dichloromethane and basified using saturated aque... Starting materials: OC=1C(NN=C(C1)CCC1=CC=CC=C1)=O (4-hydroxy-6-(2-phenylethyl)pyridazin-3(2H)-one), C(C1=CC=CC=C1)OC=1N=NC(=CC1OCC1=CC=CC=C1)CC1=CC=C(C=C1)Cl (3,4-bis(benzyloxy)-6-[(4-chlorophenyl)methyl]pyridazine), C(C1=CC=CC=C1)OC=1N=NC(=CC1OCC1=CC=CC=C1)CC1=CC=C(C=C1)Cl (3,4-bis(benzyloxy)-6-[(4-chlorophenyl)methyl]pyridazine), C(C)(=O)OCC (ethyl acetate). Run in O1CCCC1 (tetrahydrofuran). The product is ClC1=CC=C(CC=2C=C(C(NN2)=O)O)C=C1 (6-(4-Chlorobenzyl)-4-hydroxypyridazin-3(2H)-one). As a reaction SMILES: OC1C(=O)NN=C(CCC2C=CC=CC=2)C=1.C([O:24][C:25]1[N:26]=[N:27][C:28]([CH2:39][C:40]2[CH:45]=[CH:44][C:43]([Cl:46])=[CH:42][CH:41]=2)=[CH:29][C:30]=1[O:31]CC1C=CC=CC=1)C1C=CC=CC=1.C(OCC)(=O)C>O1CCCC1>[Cl:46][C:43]1[CH:42]=[CH:41][C:40]([CH2:39][C:28]2[CH:29]=[C:30]([OH:31])[C:25](=[O:24])[NH:26][N:27]=2)=[CH:45][CH:44]=1. Procedure details: Prepared in the same way as 4-hydroxy-6-(2-phenylethyl)pyridazin-3(2H)-one (Example 1) from 3,4-bis(benzyloxy)-6-[(4-chlorophenyl)methyl]pyridazine (Intermediate 49) except that the solvent used for the hydrogenation was ethyl acetate and tetrahydrofuran and the product was recrystallised from ethyl acetate. The reactants are CCO, CCOC(=O)c1c(N)nc(SC)n1C. Yields the product CCOC(=O)c1c(N)ncn1C. Reaction SMILES: [CH3:15][CH2:16][OH:17].[NH2:1][c:2]1[n:3][c:4]([S:13][CH3:14])[n:5]([CH3:12])[c:6]1[C:7](=[O:8])[O:9][CH2:10][CH3:11]>>[NH2:1][c:2]1[n:3][cH:4][n:5]([CH3:12])[c:6]1[C:7](=[O:8])[O:9][CH2:10][CH3:11]. Reactants: Br.ClC1=NC=2C=CC=CC2C2=C1N=C(N2[C@H](C)C2=CC=CC=C2)N (4-Chloro-1-[(1R)-1-phenylethyl]-1H-imidazo[4,5-c]quinolin-2-amine hydrobromide), N (ammonia), solution. The solvent is CO (methanol). Run at temperature 135 celsius. The product is C1(=CC=CC=C1)[C@@H](C)N1C(=NC=2C(=NC=3C=CC=CC3C21)N)N (1-[(1R)-1-phenylethyl]-1H-imidazo[4,5-c]quinoline-2,4-diamine). As a reaction SMILES: Br.Cl[C:3]1[C:12]2[N:13]=[C:14]([NH2:24])[N:15]([C@@H:16]([C:18]3[CH:23]=[CH:22][CH:21]=[CH:20][CH:19]=3)[CH3:17])[C:11]=2[C:10]2[CH:9]=[CH:8][CH:7]=[CH:6][C:5]=2[N:4]=1.[NH3:25]>CO>[C:18]1([C@H:16]([N:15]2[C:11]3[C:10]4[CH:9]=[CH:8][CH:7]=[CH:6][C:5]=4[N:4]=[C:3]([NH2:25])[C:12]=3[N:13]=[C:14]2[NH2:24])[CH3:17])[CH:23]=[CH:22][CH:21]=[CH:20][CH:19]=1 |f:0.1|. Reported procedure: 4-Chloro-1-[(1R)-1-phenylethyl]-1H-imidazo[4,5-c]quinolin-2-amine hydrobromide (4.2 g, 13 mmol) and ammonia (65 mL of a 7 N solution in methanol) were added to a high-pressure vessel, which was sealed and heated in an oven at 135° C. overnight. The reaction mixture was concentrated under reduced pressure, and the residue was purified by automated flash chromatography (silica cartridge, eluting with aqueous ammonium hydroxide:methanol:dichloromethane in a gradient from 0:0:100 to 0.4:7.6:92). The...